From a dataset of the Open Reaction Database (ORD), a public repository of structured organic reaction records. describe an organic reaction: reactants, conditions, products, and yield The reactants are [N+](=O)([O-])C1=NNC=C1 (3-nitro-1H-pyrazole), CC1(OC1)C (2,2-dimethyl-oxirane), C([O-])([O-])=O.[K+].[K+] (potassium carbonate), CN(C)C=O (DMF). The solvent is C(C)(=O)OCC (ethyl acetate), O (water). Run at temperature 100 celsius, time 1 hour. The product is CC(CN1N=C(C=C1)[N+](=O)[O-])(C)O (2-methyl-1-(3-nitro-pyrazol-1-yl)-propan-2-ol), solid. Yield: 30.0%. RXN SMILES: [N+:1]([C:4]1[CH:8]=[CH:7][NH:6][N:5]=1)([O-:3])=[O:2].[CH3:9][C:10]1([CH3:13])[CH2:12][O:11]1.C(=O)([O-])[O-].[K+].[K+].CN(C=O)C>C(OCC)(=O)C.O>[CH3:9][C:10]([OH:11])([CH3:13])[CH2:12][N:6]1[CH:7]=[CH:8][C:4]([N+:1]([O-:3])=[O:2])=[N:5]1 |f:2.3.4|. Reported procedure: A mixture of 3-nitro-1H-pyrazole (10.0 g, 88.43 mmol), 2,2-dimethyl-oxirane (15.7 mL, 176.9 mmol), potassium carbonate (18.2 g, 132 mmol) and DMF (100 mL) was stirred at 100° C. for 1 h, then stirred ON at rt. The mixture was then diluted with ethyl acetate and water, the organic layer was separated, dried over Na2SO4, and filtered. The resulting mixture was concentrated under reduced pressure to yield the crude product that was purified (50% EtOAc/heptane) to yield the product 2-methyl-1-(3-nit... The reactants are COC=1C=C(C=C(C1OC)OC)CC#N (3,4,5-trimethoxybenzeneacetonitrile), Cl.C(CC)NCCC (dipropylamine hydrochloride), C=O (paraformaldehyde). Product: C(CC)N(CCC)CC(C#N)C1=CC(=C(C(=C1)OC)OC)OC (α-[(Dipropylamino)methyl]-3,4,5-trimethoxybenzeneacetonitrile). Reaction SMILES: [CH3:1][O:2][C:3]1[CH:4]=[C:5]([CH2:13][C:14]#[N:15])[CH:6]=[C:7]([O:11][CH3:12])[C:8]=1[O:9][CH3:10].Cl.[CH2:17]([NH:20][CH2:21][CH2:22][CH3:23])[CH2:18][CH3:19].[CH2:24]=O>>[CH2:17]([N:20]([CH2:24][CH:13]([C:5]1[CH:6]=[C:7]([O:11][CH3:12])[C:8]([O:9][CH3:10])=[C:3]([O:2][CH3:1])[CH:4]=1)[C:14]#[N:15])[CH2:21][CH2:22][CH3:23])[CH2:18][CH3:19] |f:1.2|. Reported procedure: In a manner similar to Preparation 11 react 3,4,5-trimethoxybenzeneacetonitrile with dipropylamine hydrochloride and paraformaldehyde to obtain the title compound. Reactants: CCOC(=O)C=C(C)c1ccc(OC)cc1, ClCCl, [Ir]. Yields the product CCOC(=O)CC(C)c1ccc(OC)cc1. Reaction SMILES: [CH3:1][O:2][c:3]1[cH:4][cH:5][c:6]([C:9](=[CH:10][C:11](=[O:12])[O:13][CH2:14][CH3:15])[CH3:16])[cH:7][cH:8]1.[Cl:18][CH2:19][Cl:20].[Ir:17]>>[CH3:1][O:2][c:3]1[cH:4][cH:5][c:6]([CH:9]([CH2:10][C:11](=[O:12])[O:13][CH2:14][CH3:15])[CH3:16])[cH:7][cH:8]1. Reaction SMILES: [Br:1][C:2]1[CH:10]=[CH:9][C:5]([C:6]([OH:8])=[O:7])=[C:4]([CH3:11])[CH:3]=1.BrN1C(=O)CCC1=O.C(#N)N(C)C>C(OC)(=O)CC.[Hg]>[Br:1][C:2]1[CH:3]=[C:4]2[C:5](=[CH:9][CH:10]=1)[C:6](=[O:8])[O:7][CH2:11]2. Reagents/catalysts: [Hg] (mercury). Run at time 1 hour. Reported procedure: A solution of 0.43 g (2.0 mmol) of 4-bromo-2-methyl-benzoic acid, 0.34 g (1.9 mmol) of N-bromosuccinimide and 20 mg of azaisobutyronitrile in 7 ml of methyl propionate is heated to boiling for 1 hour under a nitrogen atmosphere and irradiated with a mercury vapour lamp. The reaction mixture is concentrated, taken up in methylene chloride, washed with H2O, dried with Na2SO4 and purified by flash chromatography (silica gel; ethyl acetate/petroleum ether=5:95 to 15:85). Product: BrC=1C=C2COC(C2=CC1)=O (5-bromo-1,3-dihydro-isobenzofuran-1-one). Run in C(CC)(=O)OC (methyl propionate). Reactants: BrC1=CC(=C(C(=O)O)C=C1)C (4-bromo-2-methyl-benzoic acid), BrN1C(CCC1=O)=O (N-bromosuccinimide), C(N(C)C)#N (azaisobutyronitrile). Starting materials: ClC1=C(C=CC(=C1)Cl)S(=O)(=O)NC=1C=C(C(=O)O)C(=CN1)SC1=CC=C(C=C1)S(=O)(=O)N1CCCCC1 (2-(2,4-dichloro-benzenesulfonylamino)-5-[4-(piperidine-1-sulfonyl)-phenylsulfanyl]-isonicotinic acid), Cl.CNOC (N,O-dimethylhydroxylamine hydrochloride), CN(C)C(=[N+](C)C)ON1C2=C(C=CC=C2)N=N1.[B-](F)(F)(F)F (TBTU), CCN(C(C)C)C(C)C (DIPEA). Solvent: CN(C)C=O (DMF), C(C)(=O)OCC (ethyl acetate). Product: ClC1=C(C=CC(=C1)Cl)S(=O)(=O)NC=1C=C(C(=O)N(C)OC)C(=CN1)SC1=CC=C(C=C1)S(=O)(=O)N1CCCCC1 (2-(2,4-dichloro-benzenesulfonylamino)-N-methoxy-N-methyl-5-[4-(piperidine-1-sulfonyl)-phenylsulfanyl]-isonicotinamide). The yield is 81.7%. As a reaction SMILES: [Cl:1][C:2]1[CH:7]=[C:6]([Cl:8])[CH:5]=[CH:4][C:3]=1[S:9]([NH:12][C:13]1[CH:14]=[C:15]([C:19]([S:22][C:23]2[CH:28]=[CH:27][C:26]([S:29]([N:32]3[CH2:37][CH2:36][CH2:35][CH2:34][CH2:33]3)(=[O:31])=[O:30])=[CH:25][CH:24]=2)=[CH:20][N:21]=1)[C:16](O)=[O:17])(=[O:11])=[O:10].Cl.[CH3:39][NH:40][O:41][CH3:42].CN(C(ON1N=NC2C=CC=CC1=2)=[N+](C)C)C.[B-](F)(F)(F)F.CCN(C(C)C)C(C)C>CN(C=O)C.C(OCC)(=O)C>[Cl:1][C:2]1[CH:7]=[C:6]([Cl:8])[CH:5]=[CH:4][C:3]=1[S:9]([NH:12][C:13]1[CH:14]=[C:15]([C:19]([S:22][C:23]2[CH:28]=[CH:27][C:26]([S:29]([N:32]3[CH2:37][CH2:36][CH2:35][CH2:34][CH2:33]3)(=[O:30])=[O:31])=[CH:25][CH:24]=2)=[CH:20][N:21]=1)[C:16]([N:40]([O:41][CH3:42])[CH3:39])=[O:17])(=[O:11])=[O:10] |f:1.2,3.4|. Procedure: A solution of 2-(2,4-dichloro-benzenesulfonylamino)-5-[4-(piperidine-1-sulfonyl)-phenylsulfanyl]-isonicotinic acid (173 mg, 0.29 mmol), N,O-dimethylhydroxylamine hydrochloride (84 mg, 0.86 mmol), TBTU (276 mg, 0.86 mmol) and DIPEA (0.18 ml, 1 mmol) in DMF (10 ml) was stirred at room temperature overnight under nitrogen. The reaction was diluted with ethyl acetate (25 ml), washed with brine (3×25 ml), dried (MgSO4) and concentrated under reduced pressure. The residue was purified by flash column ...